Dataset: the Open Reaction Database (ORD), a public repository of structured organic reaction records. Task: describe an organic reaction: reactants, conditions, products, and yield Reactants: CCOCC, C[Si](C)(C)C=[N+]=[N-], CO, Cl, NC1(C(=O)O)CCOCC1. Product: COC(=O)C1(N)CCOCC1. As a reaction SMILES: [CH2:12]([O:13][CH2:14][CH3:15])[CH3:16].[CH3:17][Si:18]([CH:19]=[N+:20]=[N-:21])([CH3:22])[CH3:23].[CH3:24][OH:25].[ClH:1].[NH2:2][C:3]1([C:9](=[O:10])[OH:11])[CH2:4][CH2:5][O:6][CH2:7][CH2:8]1>>[NH2:2][C:3]1([C:9](=[O:10])[O:11][CH3:12])[CH2:4][CH2:5][O:6][CH2:7][CH2:8]1. The reactants are C(C)(=O)OCC (ethyl acetate), C([O-])([O-])=O.[K+].[K+] (potassium carbonate), ClCC(=O)OC(C1=CC=CC=C1)C1=CC=CC=C1 (benzhydryl α-chloroacetate), OC1=CC=NC=C1 (4-hydroxypyridine). RXN SMILES: [OH:1][C:2]1[CH:7]=[CH:6][N:5]=[CH:4][CH:3]=1.C(=O)([O-])[O-].[K+].[K+].Cl[CH2:15][C:16]([O:18][CH:19]([C:26]1[CH:31]=[CH:30][CH:29]=[CH:28][CH:27]=1)[C:20]1[CH:25]=[CH:24][CH:23]=[CH:22][CH:21]=1)=[O:17].C(OCC)(=O)C>CN(C)C=O>[CH:19]([O:18][C:16]([CH2:15][N:5]1[CH:6]=[CH:7][C:2](=[O:1])[CH:3]=[CH:4]1)=[O:17])([C:26]1[CH:27]=[CH:28][CH:29]=[CH:30][CH:31]=1)[C:20]1[CH:25]=[CH:24][CH:23]=[CH:22][CH:21]=1 |f:1.2.3|. Isolated yield 73.0%. The product is C(C1=CC=CC=C1)(C1=CC=CC=C1)OC(=O)CN1C=CC(C=C1)=O (1-benzhydryloxycarbonylmethyl-4-pyridone). Conditions: temperature 60 celsius, time 4 hour. Run in CN(C=O)C (N,N-dimethylformamide). Reported procedure: 4 g (42.06 mmol) of 4-hydroxypyridine was dissolved in 80 ml of N,N-dimethylformamide, and 8.7 g (62.92 mmol) of potassium carbonate and 16.45 g (63 mmol) of benzhydryl α-chloroacetate were added thereto. After stirring for 4 hours at 60° C., 200 ml of ethyl acetate was added to the reaction solution, and washed, with water and a saturated sodium chloride aqueous solution followed by drying over anhydrous sodium sulfate and treating with active carbon. The solvent was distilled off under reduced... Reactants: Cc1ccccc1, CCOC(=O)c1sc(Cl)nc1C(F)(F)F, NC(c1ccccc1)c1ccccc1. Yields the product CCOC(=O)c1sc(NC(c2ccccc2)c2ccccc2)nc1C(F)(F)F. Reaction SMILES: [CH3:30][c:31]1[cH:32][cH:33][cH:34][cH:35][cH:36]1.[Cl:1][c:2]1[s:3][c:4]([C:11](=[O:12])[O:13][CH2:14][CH3:15])[c:5]([C:7]([F:8])([F:9])[F:10])[n:6]1.[NH2:16][CH:17]([c:18]1[cH:19][cH:20][cH:21][cH:22][cH:23]1)[c:24]1[cH:25][cH:26][cH:27][cH:28][cH:29]1>>[c:2]1([NH:16][CH:17]([c:18]2[cH:19][cH:20][cH:21][cH:22][cH:23]2)[c:24]2[cH:25][cH:26][cH:27][cH:28][cH:29]2)[s:3][c:4]([C:11](=[O:12])[O:13][CH2:14][CH3:15])[c:5]([C:7]([F:8])([F:9])[F:10])[n:6]1. Starting materials: ClC=1C=C(C=CC1)N1N=C(C=C1CN)C(F)(F)F ((1-(3-chlorophenyl)-3-(trifluoromethyl)-1H-pyrazol-5-yl)methanamine), [Si](C)(C)(C(C)(C)C)OC1(CC1)C1=C(C=C(C=C1)C(C(=O)O)C)F (2-(4-(1-(tert-butyldimethylsilyloxy)cyclopropyl)-3-fluorophenyl)propanoic acid), CCN(C(C)C)C(C)C (DIPEA), CCN=C=NCCCN(C)C.Cl (EDC.HCl), C=1C=CC2=C(C1)N=NN2O (HOBt). Solvent: C(Cl)Cl (DCM). Conditions: time 3 hour. Yields the product [Si](C)(C)(C(C)(C)C)OC1(CC1)C1=C(C=C(C=C1)C(C(=O)NCC1=CC(=NN1C1=CC(=CC=C1)Cl)C(F)(F)F)C)F (2-(4-(1-(tert-butyldimethylsilyloxy)-cyclopropyl)-3-fluorophenyl)-N-((1-(3-chlorophenyl)-3-(trifluoromethyl)-1H-pyrazol-5-yl)methyl)propanamide). The yield is 30.9%. As a reaction SMILES: [Si:1]([O:8][C:9]1([C:12]2[CH:17]=[CH:16][C:15]([CH:18]([CH3:22])[C:19]([OH:21])=O)=[CH:14][C:13]=2[F:23])[CH2:11][CH2:10]1)([C:4]([CH3:7])([CH3:6])[CH3:5])([CH3:3])[CH3:2].CCN(C(C)C)C(C)C.CCN=C=NCCCN(C)C.Cl.C1C=CC2N(O)N=NC=2C=1.[Cl:55][C:56]1[CH:57]=[C:58]([N:62]2[C:66]([CH2:67][NH2:68])=[CH:65][C:64]([C:69]([F:72])([F:71])[F:70])=[N:63]2)[CH:59]=[CH:60][CH:61]=1>C(Cl)Cl>[Si:1]([O:8][C:9]1([C:12]2[CH:17]=[CH:16][C:15]([CH:18]([CH3:22])[C:19]([NH:68][CH2:67][C:66]3[N:62]([C:58]4[CH:59]=[CH:60][CH:61]=[C:56]([Cl:55])[CH:57]=4)[N:63]=[C:64]([C:69]([F:72])([F:71])[F:70])[CH:65]=3)=[O:21])=[CH:14][C:13]=2[F:23])[CH2:10][CH2:11]1)([C:4]([CH3:7])([CH3:5])[CH3:6])([CH3:2])[CH3:3] |f:2.3|. Procedure: To a stirred solution of 2-(4-(1-(tert-butyldimethylsilyloxy)cyclopropyl)-3-fluorophenyl)propanoic acid (190 mg, 0.56 mmol, 1 eq) in DCM (10 mL) was added DIPEA (0.29 mL, 1.68 mmol, 3 eq) followed by EDC.HCl (128 mg, 0.67 mmol, 1.2 eq) and HOBt (103 mg, 0.67 mmol, 1.2 eq) at RT and stirred for 10 min when (1-(3-chlorophenyl)-3-(trifluoromethyl)-1H-pyrazol-5-yl)methanamine (175 mg, 0.56 mmol) was added and the mixture stirred for 3 h. After completion of the reaction the reaction mixture was wash...